From a dataset of the Open Reaction Database (ORD), a public repository of structured organic reaction records. describe an organic reaction: reactants, conditions, products, and yield The reactants are FC=1C=CC2=C(N=C(S2)C)C1 (5-Fluoro-2-methyl-benzothiazole), IC (iodomethane). Solvent: C(C)O (ethanol). Product: [I-].FC=1C=CC2=C([N+](=C(S2)C)C)C1 (5-Fluoro-2,3-dimethyl-benzothiazol-3-ium iodide). RXN SMILES: [F:1][C:2]1[CH:3]=[CH:4][C:5]2[S:9][C:8]([CH3:10])=[N:7][C:6]=2[CH:11]=1.[I:12][CH3:13]>C(O)C>[I-:12].[F:1][C:2]1[CH:3]=[CH:4][C:5]2[S:9][C:8]([CH3:10])=[N+:7]([CH3:13])[C:6]=2[CH:11]=1 |f:3.4|. Procedure: 13.0 g (10.4 ml, 77.7 mmol) 5-Fluoro-2-methyl-benzothiazole and 22.1 g (9.47 ml, 156 mmol) iodomethane were boiled in ethanol for 7 h. The residue was filtrated. 4.00 g=17% white powder The reactants are FC(OC1=CC=C(C#N)C=C1)(F)F (4-(Trifluoromethoxy)benzonitrile), S(O)(O)(=O)=O (sulfuric acid), Br(=O)(=O)[O-].[K+] (Potassium bromate). Run in O (water). Reaction conditions: temperature 80 celsius, time 2 hour. Yields the product BrC=1C=C(C#N)C=CC1OC(F)(F)F (3-Bromo-4-(trifluoromethoxy)benzonitrile). Isolated yield 75.7%. As a reaction SMILES: [F:1][C:2]([F:13])([F:12])[O:3][C:4]1[CH:11]=[CH:10][C:7]([C:8]#[N:9])=[CH:6][CH:5]=1.S(=O)(=O)(O)O.[Br:19]([O-])(=O)=O.[K+]>O>[Br:19][C:5]1[CH:6]=[C:7]([CH:10]=[CH:11][C:4]=1[O:3][C:2]([F:12])([F:13])[F:1])[C:8]#[N:9] |f:2.3|. Procedure: 4-(Trifluoromethoxy)benzonitrile (5.57 g, 29.8 mmol) was added to 50% aqueous sulfuric acid (60 ml) and the mixture was warmed to 80° C. Potassium bromate (5.97 g, 35.7 mmol) was added in portions over 2 hours and the mixture was stirred at 80° C. for a further 2 hours. The mixture was cooled to room temperature and poured into water (200 ml). The mixture was extracted with ethyl acetate (3×200 ml) and the combined organic layers were dried (MgSO4) and evaporated under reduced pressure to give t...